From a dataset of the Open Reaction Database (ORD), a public repository of structured organic reaction records. describe an organic reaction: reactants, conditions, products, and yield The reactants are Cl.NC=1C=C(C(CN(C(CC2=CC=C(C=C2)O)C)CC2=CC=CC=C2)O)C=CC1OCC1=CC=CC=C1 (3-amino-4-benzyloxy-α-[N-benzyl-N-(1-methyl-2-p-hydroxyphenylethyl)-aminomethyl]benzyl alcohol hydrochloride), C(C)(=O)NCCC(=O)O (N-acetyl-β-alanine), solution, C1(CCCCC1)N=C=NC1CCCCC1 (dicyclohexylcarbodiimide), 4g. Solvent: N1=CC=CC=C1 (pyridine). Reaction conditions: time 8 hour. The product is C(C)(=O)NCCC(=O)NC=1C=C(C(CN(C(CC2=CC=C(C=C2)O)C)CC2=CC=CC=C2)O)C=CC1OCC1=CC=CC=C1 (3-(N-acetyl-β-alanyl)amino-4-benzyloxy-α-[N-benzyl-N-(1-methyl-2-p-hydroxyphenylethyl)aminomethyl]benzyl alcohol). Reaction SMILES: Cl.[NH2:2][C:3]1[CH:4]=[C:5]([CH:27]=[CH:28][C:29]=1[O:30][CH2:31][C:32]1[CH:37]=[CH:36][CH:35]=[CH:34][CH:33]=1)[CH:6]([OH:26])[CH2:7][N:8]([CH2:19][C:20]1[CH:25]=[CH:24][CH:23]=[CH:22][CH:21]=1)[CH:9]([CH3:18])[CH2:10][C:11]1[CH:16]=[CH:15][C:14]([OH:17])=[CH:13][CH:12]=1.[C:38]([NH:41][CH2:42][CH2:43][C:44](O)=[O:45])(=[O:40])[CH3:39].C1(N=C=NC2CCCCC2)CCCCC1>N1C=CC=CC=1>[C:38]([NH:41][CH2:42][CH2:43][C:44]([NH:2][C:3]1[CH:4]=[C:5]([CH:27]=[CH:28][C:29]=1[O:30][CH2:31][C:32]1[CH:33]=[CH:34][CH:35]=[CH:36][CH:37]=1)[CH:6]([OH:26])[CH2:7][N:8]([CH2:19][C:20]1[CH:25]=[CH:24][CH:23]=[CH:22][CH:21]=1)[CH:9]([CH3:18])[CH2:10][C:11]1[CH:12]=[CH:13][C:14]([OH:17])=[CH:15][CH:16]=1)=[O:45])(=[O:40])[CH3:39] |f:0.1|. Procedure: In 30 ml. of anhydrous pyridine there were dissolved 4g. of 3-amino-4-benzyloxy-α-[N-benzyl-N-(1-methyl-2-p-hydroxyphenylethyl)-aminomethyl]benzyl alcohol hydrochloride and 3.5 g of N-acetyl-β-alanine and after adding to the solution 5.5 g. of dicyclohexylcarbodiimide under ice-cooling, the mixture was stirred overnight. After filtering off the precipitates thus formed, the reaction mixture was concentrated under reduced pressure and the residue was dissolved in 30 ml. of methanol. Then, after a... Reactants: CCOC(=O)CC#N, COC(=O)c1ccc2c(c1)OCc1ccccc1C2OC, CCOC(C)=O, CO, CCN(C(C)C)C(C)C, [Cl-], [Cl-], [Cl-], [Cl-], [Ti+4], c1ccccc1. Yields the product CCOC(=O)C(C#N)C1c2ccccc2COc2cc(C(=O)OC)ccc21. As a reaction SMILES: [C:22](#[N:23])[CH2:24][C:25](=[O:26])[O:27][CH2:28][CH3:29].[CH3:1][O:2][CH:3]1[c:4]2[c:5]([cH:14][c:15]([C:18](=[O:19])[O:20][CH3:21])[cH:16][cH:17]2)[O:6][CH2:7][c:8]2[c:9]1[cH:10][cH:11][cH:12][cH:13]2.[CH3:45][CH2:46][O:47][C:48](=[O:49])[CH3:50].[CH3:56][OH:57].[CH:30]([N:31]([CH:32]([CH3:33])[CH3:34])[CH2:35][CH3:36])([CH3:37])[CH3:38].[Cl-:51].[Cl-:52].[Cl-:53].[Cl-:54].[Ti+4:55].[cH:39]1[cH:40][cH:41][cH:42][cH:43][cH:44]1>>[CH:3]1([CH:24]([C:22]#[N:23])[C:25](=[O:26])[O:27][CH2:28][CH3:29])[c:4]2[c:5]([cH:14][c:15]([C:18](=[O:19])[O:20][CH3:21])[cH:16][cH:17]2)[O:6][CH2:7][c:8]2[c:9]1[cH:10][cH:11][cH:12][cH:13]2.